From a dataset of the Open Reaction Database (ORD), a public repository of structured organic reaction records. describe an organic reaction: reactants, conditions, products, and yield The reactants are OCCC#CC1=C(C=O)C=CC=C1 (2-(4-hydroxybut-1-ynyl)benzaldehyde), N (ammonia). Conditions: temperature 80 celsius. The product is OCCC=1N=CC2=CC=CC=C2C1 (3-(2-Hydroxyethyl)isoquinoline). Isolated yield 73.3%. Reaction SMILES: [OH:1][CH2:2][CH2:3][C:4]#[C:5][C:6]1[CH:13]=[CH:12][CH:11]=[CH:10][C:7]=1[CH:8]=O.[NH3:14]>>[OH:1][CH2:2][CH2:3][C:4]1[N:14]=[CH:8][C:7]2[C:6]([CH:5]=1)=[CH:13][CH:12]=[CH:11][CH:10]=2. Reported procedure: A solution of 2-(4-hydroxybut-1-ynyl)benzaldehyde (Description 110; 8.50 g, 48.8 mmol) in 2M methanolic ammonia (122 ml, 244 mmol) contained in a Parr flask was heated at 80° C. for 2 hours (approx 35 psi achieved). The cooled mixture was evaporated and the residue purified by column chromatography on silica elution with a gradient rising from 1% MeOH in DCM+0.5% NH4OH to 5% MeOH in DCM+0.5% NH4OH to give the title compound (6.2 g, 73%) as a beige solid.